From a dataset of the Open Reaction Database (ORD), a public repository of structured organic reaction records. describe an organic reaction: reactants, conditions, products, and yield Product: O=c1cc(OCc2ccccc2)ccn1CCc1ccc(CBr)cc1. RXN SMILES: [CH2:1]([c:2]1[cH:3][cH:4][cH:5][cH:6][cH:7]1)[O:8][c:9]1[cH:10][c:11](=[O:25])[n:12]([CH2:15][CH2:16][c:17]2[cH:18][cH:19][c:20]([CH2:23][OH:24])[cH:21][cH:22]2)[cH:13][cH:14]1.[Cl:30][CH2:31][Cl:32].[P:26]([Br:27])([Br:28])[Br:29]>>[CH2:1]([c:2]1[cH:3][cH:4][cH:5][cH:6][cH:7]1)[O:8][c:9]1[cH:10][c:11](=[O:25])[n:12]([CH2:15][CH2:16][c:17]2[cH:18][cH:19][c:20]([CH2:23][Br:27])[cH:21][cH:22]2)[cH:13][cH:14]1. Reactants: O=c1cc(OCc2ccccc2)ccn1CCc1ccc(CO)cc1, ClCCl, BrP(Br)Br. Starting materials: CC1=C(C(=O)OC)C=CC=N1 (methyl 2-methylnicotinate), CC1=CC=C(C=O)C=C1 (4-methylbenzaldehyde), [OH-].[Na+] (sodium hydroxide). The reagents and catalysts are [Cl-].[Zn+2].[Cl-] (zinc chloride). The solvent is C1(=CC=CC=C1)C (toluene). Run at temperature 180 celsius, time 30 minute. The product is CC1=CC=C(C=CC2=C(C(=O)O)C=CC=N2)C=C1 (2-(p-methylstyryl)nicotinic acid). Yield: 55.2%. RXN SMILES: [CH3:1][C:2]1[N:11]=[CH:10][CH:9]=[CH:8][C:3]=1[C:4]([O:6]C)=[O:5].[CH3:12][C:13]1[CH:20]=[CH:19][C:16]([CH:17]=O)=[CH:15][CH:14]=1.[OH-].[Na+]>[Cl-].[Zn+2].[Cl-].C1(C)C=CC=CC=1>[CH3:12][C:13]1[CH:20]=[CH:19][C:16]([CH:17]=[CH:1][C:2]2[N:11]=[CH:10][CH:9]=[CH:8][C:3]=2[C:4]([OH:6])=[O:5])=[CH:15][CH:14]=1 |f:2.3,4.5.6|. Procedure details: A mixture consisting of 15.1 g of methyl 2-methylnicotinate, 36.0 g of 4-methylbenzaldehyde and 15.0 g of anhydrous zinc chloride was stirred for 30 minutes at 180° C. The resulting reaction mixture was cooled to room temperature. Thereto were added 151 ml of a 10% aqueous sodium hydroxide solution and 100 ml of toluene. The resulting mixture was stirred. The insolubles were removed by filtration. An aqueous layer was separated, washed with toluene and then adjusted to pH 5.0 with acetic acid. T... Starting materials: COC=1C=C(C=CC1OCCC)C=1C=CC(NN1)=O (6-(3-methoxy-4-n-propoxyphenyl)-3[2H]pyridazinone), [Cl-].[Cl-].[Cl-].[P+3]=O (phosphorus oxide-trichloride). Yields the product ClC=1N=NC(=CC1)C1=CC(=C(C=C1)OCCC)OC (3-chloro-6-(3-methoxy-4-n-propoxyphenyl)pyridazine). RXN SMILES: [CH3:1][O:2][C:3]1[CH:4]=[C:5]([C:13]2[CH:14]=[CH:15][C:16](=O)[NH:17][N:18]=2)[CH:6]=[CH:7][C:8]=1[O:9][CH2:10][CH2:11][CH3:12].[Cl-:20].[Cl-].[Cl-].[P+3]=O>>[Cl:20][C:16]1[N:17]=[N:18][C:13]([C:5]2[CH:6]=[CH:7][C:8]([O:9][CH2:10][CH2:11][CH3:12])=[C:3]([O:2][CH3:1])[CH:4]=2)=[CH:14][CH:15]=1 |f:1.2.3.4|. Procedure: 29.9 g of 6-(3-methoxy-4-n-propoxyphenyl)-3[2H]pyridazinone are introduced in portions into 65 ml of phosphorus oxide-trichloride, with stirring, and the mixture is then stirred at 100° for 1 hour. The reaction mixture is concentrated to half in vacuo and poured onto ice, with thorough stirring. The crystals which deposit are filtered off with suction, washed with water and dried in vacuo. 31.6 g of 3-chloro-6-(3-methoxy-4-n-propoxyphenyl)pyridazine are obtained.